Dataset: the Open Reaction Database (ORD), a public repository of structured organic reaction records. Task: describe an organic reaction: reactants, conditions, products, and yield Starting materials: CC1CC2CNC(CNC(=O)c3noc4ccccc34)C2C1, Cc1cccc(-c2sc(C)nc2C(=O)O)c1. Product: Cc1cccc(-c2sc(C)nc2C(=O)N2CC3CC(C)CC3C2CNC(=O)c2noc3ccccc23)c1. Reaction SMILES: [CH3:1][CH:2]1[CH2:3][CH:4]2[CH2:5][NH:6][CH:7]([CH2:10][NH:11][C:12](=[O:13])[c:14]3[n:15][o:16][c:17]4[c:18]3[cH:19][cH:20][cH:21][cH:22]4)[CH:8]2[CH2:9]1.[CH3:23][c:24]1[s:25][c:26](-[c:32]2[cH:33][c:34]([CH3:38])[cH:35][cH:36][cH:37]2)[c:27]([C:29](=[O:30])[OH:31])[n:28]1>>[CH3:1][CH:2]1[CH2:3][CH:4]2[CH2:5][N:6]([C:29]([c:27]3[c:26](-[c:32]4[cH:33][c:34]([CH3:38])[cH:35][cH:36][cH:37]4)[s:25][c:24]([CH3:23])[n:28]3)=[O:30])[CH:7]([CH2:10][NH:11][C:12](=[O:13])[c:14]3[n:15][o:16][c:17]4[c:18]3[cH:19][cH:20][cH:21][cH:22]4)[CH:8]2[CH2:9]1. The reactants are CC(COC(=O)C1(OC2=C(O1)C=CC(=C2)C[C@@H](C)NC[C@H](O)C2=CC(=CC=C2)Cl)C(=O)OCC(C)(C)C)(C)C (5-{(2R)-2-[(2R)-2-(3-chloro-phenyl)-2-hydroxy-ethylamino]-propyl}-benzo[1,3]dioxole-2,2-dicarboxylic acid bis-(2,2-dimethyl-propyl) ester), [K+].[Br-] (KBr). The solvent is C(Cl)(Cl)Cl (CHCl3). The product is CC(COC(=O)C1(OC2=C(O1)C=CC(=C2)C[C@@H](C)NC[C@H](O)C2=CC(=CC=C2)Cl)C(=O)O)(C)C (5-{(2R)-2-[(2R)-2-(3-Chloro-phenyl)-2-hydroxy-ethylamino]-propyl}-benzo[1,3]dioxole-2,2-dicarboxylic acid (2,2-dimethyl-propyl)ester). As a reaction SMILES: [CH3:1][C:2]([CH3:39])([CH3:38])[CH2:3][O:4][C:5]([C:7]1([C:30]([O:32]CC(C)(C)C)=[O:31])[O:11][C:10]2[CH:12]=[CH:13][C:14]([CH2:16][C@H:17]([NH:19][CH2:20][C@@H:21]([C:23]3[CH:28]=[CH:27][CH:26]=[C:25]([Cl:29])[CH:24]=3)[OH:22])[CH3:18])=[CH:15][C:9]=2[O:8]1)=[O:6].[K+].[Br-]>C(Cl)(Cl)Cl>[CH3:38][C:2]([CH3:1])([CH3:39])[CH2:3][O:4][C:5]([C:7]1([C:30]([OH:32])=[O:31])[O:11][C:10]2[CH:12]=[CH:13][C:14]([CH2:16][C@H:17]([NH:19][CH2:20][C@@H:21]([C:23]3[CH:28]=[CH:27][CH:26]=[C:25]([Cl:29])[CH:24]=3)[OH:22])[CH3:18])=[CH:15][C:9]=2[O:8]1)=[O:6] |f:1.2|. Procedure: The title compound was prepared from 5-{(2R)-2-[(2R)-2-(3-chloro-phenyl)-2-hydroxy-ethylamino]-propyl}-benzo[1,3]dioxole-2,2-dicarboxylic acid bis-(2,2-dimethyl-propyl) ester according to the procedure of Example 22 as a white solid; 1H NMR (DMSO) δ 0.868 (s, 9H), 1.02-1.06 (m, 3H),3.00-3.02 (m, 1H), 3.24-3.30 (m, 1H), 3.35 (s, 5H), 3.80 (t, 2H), 4.55 (s, 1H), 5.03 (m, 1H), 6.52 (m, 1H), 6.61 (m, 1H), 6.79 (m, 1H), 7.34 (m, 3H), 7.48 (s, 1H); IR (KBr) 3398 cm-1 (--OH), 1748 cm-1 (C=O), 1654 cm-1... Reactants: [H][H] (hydrogen), 60, BrC=1C=C2C(=CNC2=CC1)C=1CCNCC1 (5-bromo 3-[1,2,3,6-tetrahydro-4-pyridinyl]-1H-indole). The reagents and catalysts are [Pt] (sulfided platinum on carbon), [Pt]=O (platinum oxide). Run in C(C)OC(C)=O.O1CCCC1 (tetrahydro-furan ethyl acetate). Reaction conditions: time 18 hour. Product: BrC=1C=C2C(=CNC2=CC1)C1CCNCC1 (5-bromo-3-[piperidine-4-yl]-1H-indole). Isolated yield 75.5%. Reaction SMILES: [Br:1][C:2]1[CH:3]=[C:4]2[C:8](=[CH:9][CH:10]=1)[NH:7][CH:6]=[C:5]2[C:11]1[CH2:12][CH2:13][NH:14][CH2:15][CH:16]=1.[H][H]>[Pt].[Pt]=O.C(OC(=O)C)C.O1CCCC1>[Br:1][C:2]1[CH:3]=[C:4]2[C:8](=[CH:9][CH:10]=1)[NH:7][CH:6]=[C:5]2[CH:11]1[CH2:12][CH2:13][NH:14][CH2:15][CH2:16]1 |f:4.5|. Reported procedure: To a solution of 13.61 gm (49 mmol) 5-bromo 3-[1,2,3,6-tetrahydro-4-pyridinyl]-1H-indole in 75 ml 2:1 tetrahydro-furan ethyl acetate were added 8.0 gm 3% sulfided platinum on carbon and 4.0 gm platinum oxide. The reaction mixture was hydrogenated with an initial hydrogen pressure of 60 p.s.i. at 40° C. for 18 hours and then at ambient temperature for 30 hours. The reaction mixture was filtered and the filtrate concentrated under reduced pressure to give 10.33 gm (75.6%) of the title compound as ... The yield is 84.0%. The reagents and catalysts are C1=CC=C(C=C1)P([C-]2C=CC=C2)C3=CC=CC=C3.C1=CC=C(C=C1)P([C-]2C=CC=C2)C3=CC=CC=C3.[Fe+2] (dppf). Reaction SMILES: Br[C:2]1[CH:3]=[C:4]2[C:8](=[CH:9][CH:10]=1)[NH:7][CH:6]=[C:5]2[CH2:11][CH2:12][N:13]([CH3:15])[CH3:14].[C-]#N.[CH3:18][N:19](C=O)C>C1C=CC(P(C2C=CC=CC=2)[C-]2C=CC=C2)=CC=1.C1C=CC(P(C2C=CC=CC=2)[C-]2C=CC=C2)=CC=1.[Fe+2].C1COCC1>[CH3:14][N:13]([CH3:15])[CH2:12][CH2:11][C:5]1[C:4]2[C:8](=[CH:9][CH:10]=[C:2]([C:18]#[N:19])[CH:3]=2)[NH:7][CH:6]=1 |f:3.4.5|. The solvent is C1CCOC1 (THF). Conditions: temperature 110 celsius, time 21 hour. Reported procedure: Under an inert atmosphere a flask is charged with [2-(5-bromo-1H-indol-3-yl)-ethyl]-dimethyl-amine (Example 3) (1.0 g, 3.74 mmol), zink cyanide (0.235 g, 2 mmol), Pd2(dba)3xCHCl3 (0.194 mg, 5 mol %), dppf (bis-diphenylphosphino ferrrocene) (0.207 g, 0.374 mmol, 10 mol %), and DMF (12 mL). The orange slurry is heated to 110° C. and stirred for 21 hours. To the black suspension which has formed, THF (100 mL) is added, and this is extracted with 1 N NaOH (100 mL). The organic layer is washed with w... The reactants are BrC=1C=C2C(=CNC2=CC1)CCN(C)C ([2-(5-bromo-1H-indol-3-yl)-ethyl]-dimethyl-amine), [C-]#N (cyanide), CN(C)C=O (DMF). Yields the product CN(CCC1=CNC2=CC=C(C=C12)C#N)C (3-(2-dimethylamino-ethyl)-1H-indole-5-carbonitrile). The reactants are CCNCC, FC(F)=C(F)Cl. Product: CCN(CC)C(F)(F)C(F)Cl. RXN SMILES: [CH2:7]([CH3:8])[NH:9][CH2:10][CH3:11].[Cl:1][C:2](=[C:3]([F:4])[F:5])[F:6]>>[Cl:1][CH:2]([C:3]([F:4])([F:5])[N:9]([CH2:7][CH3:8])[CH2:10][CH3:11])[F:6]. Reactants: CC(=O)[O-], CCO, CCOC(=O)C(Cl)C(C)=O, Cl, O=N[O-], Nc1ccc(Cl)cc1, [Na+], [Na+], O. Product: CCOC(=O)C(Cl)=NNc1ccc(Cl)cc1. As a reaction SMILES: [C:13]([O-:14])(=[O:15])[CH3:16].[CH3:30][CH2:31][OH:32].[Cl:18][CH:19]([C:20](=[O:21])[O:22][CH2:23][CH3:24])[C:25](=[O:26])[CH3:27].[ClH:28].[N:9]([O-:10])=[O:11].[NH2:1][c:2]1[cH:3][cH:4][c:5]([Cl:6])[cH:7][cH:8]1.[Na+:12].[Na+:17].[OH2:29]>>[NH:1]([c:2]1[cH:3][cH:4][c:5]([Cl:6])[cH:7][cH:8]1)[N:9]=[C:19]([Cl:18])[C:20](=[O:21])[O:22][CH2:23][CH3:24]. The reactants are CCOc1cc(C(N)CS(C)(=O)=O)ccc1OC, COc1cccc2c1C(=O)OC2=O, CC(=O)O. Reaction SMILES: [CH2:1]([CH3:2])[O:3][c:4]1[cH:5][c:6]([CH:12]([CH2:13][S:14](=[O:15])(=[O:16])[CH3:17])[NH2:18])[cH:7][cH:8][c:9]1[O:10][CH3:11].[CH3:19][O:20][c:21]1[c:22]2[c:23]([cH:29][cH:30][cH:31]1)[C:24](=[O:25])[O:26][C:27]2=[O:28].[CH3:32][C:33](=[O:34])[OH:35]>>[CH2:1]([CH3:2])[O:3][c:4]1[cH:5][c:6]([CH:12]([CH2:13][S:14](=[O:15])(=[O:16])[CH3:17])[N:18]2[C:24](=[O:25])[c:23]3[c:22]([c:21]([O:20][CH3:19])[cH:31][cH:30][cH:29]3)[C:27]2=[O:26])[cH:7][cH:8][c:9]1[O:10][CH3:11]. Yields the product CCOc1cc(C(CS(C)(=O)=O)N2C(=O)c3cccc(OC)c3C2=O)ccc1OC.